From a dataset of the Open Reaction Database (ORD), a public repository of structured organic reaction records. describe an organic reaction: reactants, conditions, products, and yield Reaction SMILES: [Br:1][c:2]1[cH:3][c:4]2[c:9]([cH:10][cH:11]1)[N:8]([C:12]([CH2:13][Cl:14])=[O:15])[CH2:7][CH2:6][CH2:5]2.[CH2:22]1[O:23][CH2:24][CH2:25][CH2:26]1.[CH3:18][NH:19][CH2:20][CH3:21].[I-:17].[K+:16]>>[Br:1][c:2]1[cH:3][c:4]2[c:9]([cH:10][cH:11]1)[N:8]([C:12]([CH2:13][N:19]([CH3:18])[CH2:20][CH3:21])=[O:15])[CH2:7][CH2:6][CH2:5]2. Product: CCN(C)CC(=O)N1CCCc2cc(Br)ccc21. Starting materials: O=C(CCl)N1CCCc2cc(Br)ccc21, C1CCOC1, CCNC, [I-], [K+]. The reactants are O=C[C@H](O)[C@@H](O)[C@H](O)[C@H](O)CO (glucose), P(=O)([O-])([O-])[O-].[Na+].[Na+].[Na+] (sodium phosphate), Cl.CNC(C(=O)C1=CC=CC=C1)C (2-methylamino-1-phenyl-1-propanone hydrochloride). Run at temperature 30 celsius, time 48 hour. Yields the product C[C@@H]([C@H](C=1C=CC=CC1)O)NC (pseudoephedrine). As a reaction SMILES: O=C[C@@H]([C@H]([C@@H]([C@@H](CO)O)O)O)O.P([O-])([O-])([O-])=O.[Na+].[Na+].[Na+].Cl.[CH3:22][NH:23][CH:24]([CH3:33])[C:25]([C:27]1[CH:32]=[CH:31][CH:30]=[CH:29][CH:28]=1)=[O:26]>>[CH3:33][C@H:24]([NH:23][CH3:22])[C@@H:25]([OH:26])[C:27]1[CH:32]=[CH:31][CH:30]=[CH:29][CH:28]=1 |f:1.2.3.4,5.6|. Procedure details: Microbacterium arborescens IFO 3750 was inoculated to a medium (5 ml) containing 1% glucose, 0.5% peptone, and 0.3% yeast extract, and shake-culturing was carried out at 30° C. for 48 hours. After the cultured solution was centrifuged to give bacterial cells, the cells were placed into a test tube. To this was added 0.1 M sodium phosphate buffer (pH 7.0, 1 ml) and suspended. To this was added dl-2-methylamino-1-phenyl-1-propanone hydrochloride (1 mg) and reaction was allowed to take place under ... The reactants are solution, C[Si]([N-][Si](C)(C)C)(C)C.[K+] (potassium hexamethyldisilazide), ClC1=CC=C(CN2C(=C(C3=CC(=CC=C23)F)SC)CC(=O)OCC)C=C1 (Ethyl 1-(p Chlorobenzyl)-5-fluoro-3-methylthioindole-2-acetate), CI (methyl iodide), S([O-])(O)(=O)=O.[Na+] (sodium bisulfate). Solvent: C1(=CC=CC=C1)C (toluene), 6, O1CCCC1 (tetrahydrofuran), CCOCC (ether). Reaction conditions: time 2 hour. Yields the product N1C=CC2=CC=CC=C12 (indole). Reaction SMILES: ClC1C=CC(C[N:7]2[C:15]3[C:10](=[CH:11][C:12](F)=[CH:13][CH:14]=3)[C:9](SC)=[C:8]2CC(OCC)=O)=CC=1.C[Si](C)(C)[N-][Si](C)(C)C.[K+].CI.S(=O)(=O)(O)[O-].[Na+]>C1(C)C=CC=CC=1.CCOCC.O1CCCC1>[NH:7]1[C:15]2[C:10](=[CH:11][CH:12]=[CH:13][CH:14]=2)[CH:9]=[CH:8]1 |f:1.2,4.5|. Procedure details: To a cold (-78°), stirred solution of 560 mg of ethyl 1-(p-chlorobenzyl)-5-fluoro-3-methylthioindole-2-acetate from Example 3 in 6 75 mL dry tetrahydrofuran, under argon, was added 2.72 mL of a 0.63 M solution of potassium hexamethyldisilazide in toluene. After 2 h at -78°, 123 μL of methyl iodide was added and the mixture stirred at -78° for 30 min and 0° for 1 h. 10% aqueous sodium bisulfate and ether were then added. The organic layer was separated, washed with 10% aqueous sodium bisulfate, w... Reactants: ClC1=CC=C(CN2C(NC3=CC(=CC=C3C2=O)C(=O)O)=O)C=C1 (3-(4-chloro-benzyl)-2,4-dioxoquinazoline-7-carboxylic acid), N1(CCCCC1)CCN (2-piperidine-1-yl-ethylamine). The product is N1(CCCCC1)CCNC(=O)C1=CC=C2C(N(C(NC2=C1)=O)CC1=CC=C(C=C1)Cl)=O (3-(4-Chloro-benzyl)-2,4-dioxo-1,2,3,4-tetrahydro-quinazoline-7-carboxylic acid (2-piperidine-1-yl-ethyl)-amide). RXN SMILES: [Cl:1][C:2]1[CH:23]=[CH:22][C:5]([CH2:6][N:7]2[C:16](=[O:17])[C:15]3[C:10](=[CH:11][C:12]([C:18](O)=[O:19])=[CH:13][CH:14]=3)[NH:9][C:8]2=[O:21])=[CH:4][CH:3]=1.[N:24]1([CH2:30][CH2:31][NH2:32])[CH2:29][CH2:28][CH2:27][CH2:26][CH2:25]1>>[N:24]1([CH2:30][CH2:31][NH:32][C:18]([C:12]2[CH:11]=[C:10]3[C:15]([C:16](=[O:17])[N:7]([CH2:6][C:5]4[CH:22]=[CH:23][C:2]([Cl:1])=[CH:3][CH:4]=4)[C:8](=[O:21])[NH:9]3)=[CH:14][CH:13]=2)=[O:19])[CH2:29][CH2:28][CH2:27][CH2:26][CH2:25]1. Procedure: 65 mg (55%) of the target compound was obtained using 3-(4-chloro-benzyl)-2,4-dioxoquinazoline-7-carboxylic acid (90 mg, 0.272 mol) obtained in Example 1 and 2-piperidine-1-yl-ethylamine (85 mL, 0.598 mmol).